This data is from the Open Reaction Database (ORD), a public repository of structured organic reaction records. The task is: describe an organic reaction: reactants, conditions, products, and yield Reactants: CC1=C(C=CC(=C1)C(O)C1=CC=2C(CCC(C2C=C1)(C)C)(C)C)S(=O)(=O)C1=C(C=C(C=C1)C(C1=CC=2C(CCC(C2C=C1)(C)C)(C)C)O)C (methyl 4-[(5,6,7,8-tetrahydro-5,5,8,8-tetramethyl-2-naphthyl) hydroxymethyl] phenylsulfone), CC(=O)C.OS(=O)(=O)O.O=[Cr](=O)=O (Jones reagent), S(O)(O)(=O)=O (sulfuric acid), [O-][Cr](=O)(=O)O[Cr](=O)(=O)[O-].[K+].[K+] (potassium bichromate). The solvent is CC(=O)C (acetone), O (water). Reaction conditions: time 2 hour. The product is CC1=C(C=CC(=C1)C(=O)C1=CC=2C(CCC(C2C=C1)(C)C)(C)C)S(=O)(=O)C1=C(C=C(C=C1)C(=O)C1=CC=2C(CCC(C2C=C1)(C)C)(C)C)C (methyl 4-[(5,6,7,8-tetrahydro-5,5,8,8-tetramethyl-2-naphthyl) carbonyl] phenylsulfone). RXN SMILES: [CH3:1][C:2]1[CH:7]=[C:6]([CH:8]([C:10]2[CH:19]=[CH:18][C:17]3[C:16]([CH3:21])([CH3:20])[CH2:15][CH2:14][C:13]([CH3:23])([CH3:22])[C:12]=3[CH:11]=2)[OH:9])[CH:5]=[CH:4][C:3]=1[S:24]([C:27]1[CH:32]=[CH:31][C:30]([CH:33]([OH:48])[C:34]2[CH:43]=[CH:42][C:41]3[C:40]([CH3:45])([CH3:44])[CH2:39][CH2:38][C:37]([CH3:47])([CH3:46])[C:36]=3[CH:35]=2)=[CH:29][C:28]=1[CH3:49])(=[O:26])=[O:25].CC(C)=O.OS(O)(=O)=O.O=[Cr](=O)=O.S(=O)(=O)(O)O.[O-][Cr](O[Cr]([O-])(=O)=O)(=O)=O.[K+].[K+]>CC(C)=O.O>[CH3:49][C:28]1[CH:29]=[C:30]([C:33]([C:34]2[CH:43]=[CH:42][C:41]3[C:40]([CH3:44])([CH3:45])[CH2:39][CH2:38][C:37]([CH3:47])([CH3:46])[C:36]=3[CH:35]=2)=[O:48])[CH:31]=[CH:32][C:27]=1[S:24]([C:3]1[CH:4]=[CH:5][C:6]([C:8]([C:10]2[CH:19]=[CH:18][C:17]3[C:16]([CH3:21])([CH3:20])[CH2:15][CH2:14][C:13]([CH3:23])([CH3:22])[C:12]=3[CH:11]=2)=[O:9])=[CH:7][C:2]=1[CH3:1])(=[O:26])=[O:25] |f:1.2.3,5.6.7|. Procedure: To a solution, stirred at ambient temperature, of 2.5 g of methyl 4-[(5,6,7,8-tetrahydro-5,5,8,8-tetramethyl-2-naphthyl) hydroxymethyl] phenylsulfone, obtained in Example I, in 100 cm3 of acetone, there is slowly added the Jones reagent prepared previously by adding 1.9 cm3 of concentrated sulfuric acid to a solution of 2.2 g of potassium bichromate dissolved in 15 cm3 of water. At the end of the addition, the mixture is again stirred for two hours, then left overnight at ambient temperature. The reactants are N[C@@H](CC)C1=NC2=CC=CC(=C2C(N1C1=CC(=CC=C1)OCC(F)(F)F)=O)F ((S)-2-(1-aminopropyl)-5-fluoro-3-(3-(2,2,2-trifluoroethoxy)phenyl)quinazolin-4(3H)-one), ClC=1C2=C(N=CN1)NC=C2 (4-chloro-7H-pyrrolo[2,3-d]pyrimidine), C(C)(C)N(CC)C(C)C (diisopropylethylamine). The solvent is CC(C)(C)O (t-BuOH). Run at temperature 120 celsius, time 14 hour. Product: N1=CN=C(C2=C1NC=C2)N[C@@H](CC)C2=NC1=CC=CC(=C1C(N2C2=CC(=CC=C2)OCC(F)(F)F)=O)F ((S)-2-(1-((7H-pyrrolo[2,3-d]pyrimidin-4-yl)amino)propyl)-5-fluoro-3-(3-(2,2,2-trifluoroethoxy)phenyl)quinazolin-4(3H)-one). Isolated yield 17.4%. Reaction SMILES: [NH2:1][C@H:2]([C:5]1[N:14]([C:15]2[CH:20]=[CH:19][CH:18]=[C:17]([O:21][CH2:22][C:23]([F:26])([F:25])[F:24])[CH:16]=2)[C:13](=[O:27])[C:12]2[C:7](=[CH:8][CH:9]=[CH:10][C:11]=2[F:28])[N:6]=1)[CH2:3][CH3:4].Cl[C:30]1[C:31]2[CH:38]=[CH:37][NH:36][C:32]=2[N:33]=[CH:34][N:35]=1.C(N(C(C)C)CC)(C)C>CC(O)(C)C>[N:33]1[C:32]2[NH:36][CH:37]=[CH:38][C:31]=2[C:30]([NH:1][C@H:2]([C:5]2[N:14]([C:15]3[CH:20]=[CH:19][CH:18]=[C:17]([O:21][CH2:22][C:23]([F:26])([F:24])[F:25])[CH:16]=3)[C:13](=[O:27])[C:12]3[C:7](=[CH:8][CH:9]=[CH:10][C:11]=3[F:28])[N:6]=2)[CH2:3][CH3:4])=[N:35][CH:34]=1. Procedure: Under nitrogen, to (S)-2-(1-aminopropyl)-5-fluoro-3-(3-(2,2,2-trifluoroethoxy)phenyl)quinazolin-4(3H)-one (22 mg, 0.056 mmol, 1.0 equiv) in t-BuOH (0.11 mL) at 23° C. was added 4-chloro-7H-pyrrolo[2,3-d]pyrimidine (10 mg, 0.067 mmol, 1.2 equiv) and diisopropylethylamine (19 μL, 0.11 mmol, 2.0 equiv). After stirring for 14 hr at 120° C. in a sealed tube, the reaction mixture was concentrated in vacuo and the residue was purified by preparative TLC eluting with CH2Cl2/MeOH to afford 5.0 mg of the ... Reactants: C(C1=CC=CC=C1)(C1=CC=CC=C1)(C1=CC=CC=C1)NC=1SC=C(N1)/C(/C(=O)OC(C1=CC=CC=C1)C1=CC=CC=C1)=N/OC1(CCCCC1)C(=O)OCC1=CC=C(C=C1)[N+](=O)[O-] (Benzhydryl 2-(2-tritylaminothiazol-4-yl)-(Z)-2-(1-(4-nitrobenzyl)oxycarbonylcyclohexyloxyimino)acetate). Solvent: C(=O)O (formic acid). Product: NC=1SC=C(N1)/C(/C(=O)O)=N/OC1(CCCCC1)C(=O)OCC1=CC=C(C=C1)[N+](=O)[O-] (2-(2-Aminothiazol-4-yl)-(Z)-2-(1-(4-nitrobenzyl)oxycarbonylcyclohexyloxyimino)acetic acid). Isolated yield 85.3%. Reaction SMILES: C([NH:20][C:21]1[S:22][CH:23]=[C:24](/[C:26](=[N:43]/[O:44][C:45]2([C:51]([O:53][CH2:54][C:55]3[CH:60]=[CH:59][C:58]([N+:61]([O-:63])=[O:62])=[CH:57][CH:56]=3)=[O:52])[CH2:50][CH2:49][CH2:48][CH2:47][CH2:46]2)/[C:27]([O:29]C(C2C=CC=CC=2)C2C=CC=CC=2)=[O:28])[N:25]=1)(C1C=CC=CC=1)(C1C=CC=CC=1)C1C=CC=CC=1>C(O)=O>[NH2:20][C:21]1[S:22][CH:23]=[C:24](/[C:26](=[N:43]/[O:44][C:45]2([C:51]([O:53][CH2:54][C:55]3[CH:60]=[CH:59][C:58]([N+:61]([O-:63])=[O:62])=[CH:57][CH:56]=3)=[O:52])[CH2:50][CH2:49][CH2:48][CH2:47][CH2:46]2)/[C:27]([OH:29])=[O:28])[N:25]=1. Reported procedure: Benzhydryl 2-(2-tritylaminothiazol-4-yl)-(Z)-2-(1-(4-nitrobenzyl)oxycarbonylcyclohexyloxyimino)acetate (1.3 g) was treated with aqueous formic acid as described in Example 23d to give the title compound (0.58 g, 85%) as a white solid. m.p. 184°-185° C., [Found: C: 50.94; H: 4.56; N: 12.48. C19H20N4O7S requires C: 50.89; H: 4.50; N: 12.49%] νmax (KBr) 3358, 2939, 1735, 1608, 1515, and 1346 cm-1, δH (CDCl3) 1.28 (1H, m), 1.52 (5H, m), 1.78 (2H, m), 2.01 (2H, m), 5.34 (2H, s), 6.80 (1H, s), 7.31 (2... The reactants are Cc1cc(F)ccc1-c1nc(S(C)(=O)=O)nc2c1ccc(=O)n2-c1c(F)cccc1F, NC(=O)C1CCCC1N. Product: Cc1cc(F)ccc1-c1nc(NC2CCCC2C(N)=O)nc2c1ccc(=O)n2-c1c(F)cccc1F. As a reaction SMILES: [F:1][c:2]1[c:3](-[n:9]2[c:10](=[O:31])[cH:11][cH:12][c:13]3[c:14]2[n:15][c:16]([S:27]([CH3:28])(=[O:29])=[O:30])[n:17][c:18]3-[c:19]2[c:20]([CH3:26])[cH:21][c:22]([F:25])[cH:23][cH:24]2)[c:4]([F:8])[cH:5][cH:6][cH:7]1.[NH2:32][CH:33]1[CH:34]([C:38](=[O:39])[NH2:40])[CH2:35][CH2:36][CH2:37]1>>[F:1][c:2]1[c:3](-[n:9]2[c:10](=[O:31])[cH:11][cH:12][c:13]3[c:14]2[n:15][c:16]([NH:32][CH:33]2[CH:34]([C:38](=[O:39])[NH2:40])[CH2:35][CH2:36][CH2:37]2)[n:17][c:18]3-[c:19]2[c:20]([CH3:26])[cH:21][c:22]([F:25])[cH:23][cH:24]2)[c:4]([F:8])[cH:5][cH:6][cH:7]1.